The task is: describe an organic reaction: reactants, conditions, products, and yield. This data is from the Open Reaction Database (ORD), a public repository of structured organic reaction records. The reactants are BrC1=CC=2NC(NC(C2S1)=O)(C)C (6-bromo-2,2-dimethyl-2,3-dihydrothieno[3,2-d]pyrimidin-4(1H)-one), CS(=O)(=O)C1=NC=CC(=N1)[Sn](CCCC)(CCCC)CCCC (2-(methylsulfonyl)-4-(tributylstannyl)pyrimidine). The reagents and catalysts are C=1C=CC(=CC1)[P](C=2C=CC=CC2)(C=3C=CC=CC3)[Pd]([P](C=4C=CC=CC4)(C=5C=CC=CC5)C=6C=CC=CC6)([P](C=7C=CC=CC7)(C=8C=CC=CC8)C=9C=CC=CC9)[P](C=1C=CC=CC1)(C=1C=CC=CC1)C=1C=CC=CC1 (tetrakis(triphenylphosphine)palladium). Run in O1CCOCC1 (1,4-dioxane). Yields the product CC1(NC(C2=C(N1)C=C(S2)C2=NC(=NC=C2)S(=O)(=O)C)=O)C (2,2-dimethyl-6-[2-(methylsulfonyl)pyrimidin-4-yl]-2,3-dihydrothieno[3,2-d]pyrimidin-4(1H)-one). The yield is 56.3%. Reaction SMILES: Br[C:2]1[S:10][C:9]2[C:8](=[O:11])[NH:7][C:6]([CH3:13])([CH3:12])[NH:5][C:4]=2[CH:3]=1.[CH3:14][S:15]([C:18]1[N:23]=[C:22]([Sn](CCCC)(CCCC)CCCC)[CH:21]=[CH:20][N:19]=1)(=[O:17])=[O:16]>O1CCOCC1.C1C=CC([P]([Pd]([P](C2C=CC=CC=2)(C2C=CC=CC=2)C2C=CC=CC=2)([P](C2C=CC=CC=2)(C2C=CC=CC=2)C2C=CC=CC=2)[P](C2C=CC=CC=2)(C2C=CC=CC=2)C2C=CC=CC=2)(C2C=CC=CC=2)C2C=CC=CC=2)=CC=1>[CH3:12][C:6]1([CH3:13])[NH:5][C:4]2[CH:3]=[C:2]([C:20]3[CH:21]=[CH:22][N:23]=[C:18]([S:15]([CH3:14])(=[O:17])=[O:16])[N:19]=3)[S:10][C:9]=2[C:8](=[O:11])[NH:7]1 |^1:46,48,67,86|. Procedure: A mixture of 6-bromo-2,2-dimethyl-2,3-dihydrothieno[3,2-d]pyrimidin-4(1H)-one (0.110 g, 0.420 mmol), 2-(methylsulfonyl)-4-(tributylstannyl)pyrimidine (0.225 g, 0.504 mmol) and tetrakis(triphenylphosphine)palladium (0) (0.097 g, 0.084 mmol) in 1,4-dioxane (10 mL) was purged with nitrogen and microwave-irradiated at 150° C. for 1 h. Then, the reaction mixture was cooled, and concentrated with silica gel, and the residue was purified by flash chromatography (Combiflash, silica gel, ethyl acetate) t...